Dataset: the Open Reaction Database (ORD), a public repository of structured organic reaction records. Task: describe an organic reaction: reactants, conditions, products, and yield Reaction SMILES: [Br:1][CH2:2][CH2:3][O:4][c:5]1[c:6](-[c:21]2[n:22]([CH3:26])[n:23][cH:24][cH:25]2)[cH:7][c:8]([NH:11][C:12]([c:13]2[cH:14][c:15]([F:19])[cH:16][cH:17][cH:18]2)=[O:20])[cH:9][cH:10]1.[C:27]([CH3:28])(=[O:29])[N:30]1[CH2:31][CH2:32][NH:33][CH2:34][CH2:35]1.[C:36](=[O:37])([O-:38])[O-:39].[K+:40].[K+:41].[O:42]=[CH:43][N:44]([CH3:45])[CH3:46]>>[CH2:2]([CH2:3][O:4][c:5]1[c:6](-[c:21]2[n:22]([CH3:26])[n:23][cH:24][cH:25]2)[cH:7][c:8]([NH:11][C:12]([c:13]2[cH:14][c:15]([F:19])[cH:16][cH:17][cH:18]2)=[O:20])[cH:9][cH:10]1)[N:33]1[CH2:32][CH2:31][N:30]([C:27]([CH3:28])=[O:29])[CH2:35][CH2:34]1. Reactants: Cn1nccc1-c1cc(NC(=O)c2cccc(F)c2)ccc1OCCBr, CC(=O)N1CCNCC1, O=C([O-])[O-], [K+], [K+], CN(C)C=O. The product is CC(=O)N1CCN(CCOc2ccc(NC(=O)c3cccc(F)c3)cc2-c2ccnn2C)CC1.